This data is from the Open Reaction Database (ORD), a public repository of structured organic reaction records. The task is: describe an organic reaction: reactants, conditions, products, and yield Starting materials: O=C(O)CBr, CC(C)c1cc(C(C)C)c(O)c(C(C)C)c1, [H-], [Na+], C1CCOC1. Yields the product CC(C)c1cc(C(C)C)c(OCC(=O)O)c(C(C)C)c1. As a reaction SMILES: [Br:19][CH2:20][C:21](=[O:22])[OH:23].[CH:1]([CH3:2])([CH3:3])[c:4]1[c:5]([OH:16])[c:6]([CH:13]([CH3:14])[CH3:15])[cH:7][c:8]([CH:10]([CH3:11])[CH3:12])[cH:9]1.[H-:17].[Na+:18].[O:24]1[CH2:25][CH2:26][CH2:27][CH2:28]1>>[CH:1]([CH3:2])([CH3:3])[c:4]1[c:5]([O:16][CH2:20][C:21](=[O:22])[OH:23])[c:6]([CH:13]([CH3:14])[CH3:15])[cH:7][c:8]([CH:10]([CH3:11])[CH3:12])[cH:9]1. The reactants are COc1ccc(Br)cc1C(=O)c1ccc(Nc2ccc(F)cc2F)cc1, O=C([O-])[O-], COC(C)(C)C, C#CCN1CCN(C)CC1, COCCOCCOC, CCN(C(C)C)C(C)C, [Cs+], [Cs+], [Cu]I, Cl[Pd]Cl, c1ccc(P(c2ccccc2)c2ccccc2)cc1, c1ccc(P(c2ccccc2)c2ccccc2)cc1. Yields the product COc1ccc(C#CCN2CCN(C)CC2)cc1C(=O)c1ccc(Nc2ccc(F)cc2F)cc1. Reaction SMILES: [Br:1][c:2]1[cH:3][cH:4][c:5]([O:25][CH3:26])[c:6]([C:8](=[O:9])[c:10]2[cH:11][cH:12][c:13]([NH:16][c:17]3[c:18]([F:24])[cH:19][c:20]([F:23])[cH:21][cH:22]3)[cH:14][cH:15]2)[cH:7]1.[C:37](=[O:38])([O-:39])[O-:40].[C:61]([O:62][CH3:63])([CH3:64])([CH3:65])[CH3:66].[CH3:27][N:28]1[CH2:29][CH2:30][N:31]([CH2:34][C:35]#[CH:36])[CH2:32][CH2:33]1.[CH3:52][O:53][CH2:54][CH2:55][O:56][CH2:57][CH2:58][O:59][CH3:60].[CH:43]([N:44]([CH2:45][CH3:46])[CH:47]([CH3:48])[CH3:49])([CH3:50])[CH3:51].[Cs+:41].[Cs+:42].[Cu:108][I:109].[Pd:67]([Cl:68])[Cl:69].[c:70]1([P:71]([c:72]2[cH:73][cH:74][cH:75][cH:76][cH:77]2)[c:78]2[cH:79][cH:80][cH:81][cH:82][cH:83]2)[cH:84][cH:85][cH:86][cH:87][cH:88]1.[c:89]1([P:90]([c:91]2[cH:92][cH:93][cH:94][cH:95][cH:96]2)[c:97]2[cH:98][cH:99][cH:100][cH:101][cH:102]2)[cH:103][cH:104][cH:105][cH:106][cH:107]1>>[c:2]1([C:36]#[C:35][CH2:34][N:31]2[CH2:30][CH2:29][N:28]([CH3:27])[CH2:33][CH2:32]2)[cH:3][cH:4][c:5]([O:25][CH3:26])[c:6]([C:8](=[O:9])[c:10]2[cH:11][cH:12][c:13]([NH:16][c:17]3[c:18]([F:24])[cH:19][c:20]([F:23])[cH:21][cH:22]3)[cH:14][cH:15]2)[cH:7]1.